The task is: describe an organic reaction: reactants, conditions, products, and yield. This data is from the Open Reaction Database (ORD), a public repository of structured organic reaction records. Reactants: C(C)OC1=NNC=C1CCC(=O)OCC (ethyl 3-(3-ethoxy-1H-pyrazol-4-yl]propionate), ClCC1=CC=C(OC2CCN(CC2)C2=NC=CC=C2)C=C1 (2-[4-(4-chloromethylphenoxy)piperidine-1-yl]pyridine), CN(C=O)C (N,N-dimethylformamide), [H-].[Na+] (sodium hydride). Run in O (water). Reaction conditions: time 30 minute. Yields the product C(C)OC1=NN(C=C1CCC(=O)OCC)CC1=CC=C(C=C1)OC1CCN(CC1)C1=NC=CC=C1 (ethyl 3-[3-ethoxy-1-[4-[1-(2-pyridyl)piperidine-4-yloxy]benzyl]-1H-pyrazol-4-yl]propionate). Isolated yield 95.4%. As a reaction SMILES: [CH2:1]([O:3][C:4]1[C:8]([CH2:9][CH2:10][C:11]([O:13][CH2:14][CH3:15])=[O:12])=[CH:7][NH:6][N:5]=1)[CH3:2].Cl[CH2:17][C:18]1[CH:36]=[CH:35][C:21]([O:22][CH:23]2[CH2:28][CH2:27][N:26]([C:29]3[CH:34]=[CH:33][CH:32]=[CH:31][N:30]=3)[CH2:25][CH2:24]2)=[CH:20][CH:19]=1.CN(C)C=O.[H-].[Na+]>O>[CH2:1]([O:3][C:4]1[C:8]([CH2:9][CH2:10][C:11]([O:13][CH2:14][CH3:15])=[O:12])=[CH:7][N:6]([CH2:17][C:18]2[CH:19]=[CH:20][C:21]([O:22][CH:23]3[CH2:28][CH2:27][N:26]([C:29]4[CH:34]=[CH:33][CH:32]=[CH:31][N:30]=4)[CH2:25][CH2:24]3)=[CH:35][CH:36]=2)[N:5]=1)[CH3:2] |f:3.4|. Reported procedure: To a mixture of ethyl 3-(3-ethoxy-1H-pyrazol-4-yl]propionate (318 mg), 2-[4-(4-chloromethylphenoxy)piperidine-1-yl]pyridine (404 mg), and N,N-dimethylformamide (10 ml), sodium hydride (60%, oily, 60.0 mg) was added at 0° C., and then the mixture was stirred at room temperature for 30 minutes. The reaction mixture was poured into water, which was extracted with ethyl acetate. The ethyl acetate layer was washed with water, then, with saturated aqueous sodium chloride solution, and dried (MgSO4) an... Reagents/catalysts: N1CCCCC1 (piperidine). The reactants are FC=1C=C(C=CC1)C1=C2CC(NC2=CC=C1)=O (4-(3-fluoro-phenyl)-1,3-dihydro-indol-2-one), CN([C@@H]1CN(CC1)C(=O)C1=C(NC(=C1)C)C=O)C (3-[(3S)-3-dimethylamino-pyrrolidine-1-carbonyl]-5-methyl-1H-pyrrole-2-carbaldehyde). The solvent is C(C)O (ethanol). RXN SMILES: [F:1][C:2]1[CH:3]=[C:4]([C:8]2[CH:16]=[CH:15][CH:14]=[C:13]3[C:9]=2[CH2:10][C:11](=[O:17])[NH:12]3)[CH:5]=[CH:6][CH:7]=1.[CH3:18][N:19]([CH3:35])[C@H:20]1[CH2:24][CH2:23][N:22]([C:25]([C:27]2[CH:31]=[C:30]([CH3:32])[NH:29][C:28]=2[CH:33]=O)=[O:26])[CH2:21]1>C(O)C.N1CCCCC1>[CH3:18][N:19]([CH3:35])[C@H:20]1[CH2:24][CH2:23][N:22]([C:25]([C:27]2[CH:31]=[C:30]([CH3:32])[NH:29][C:28]=2[CH:33]=[C:10]2[C:9]3[C:13](=[CH:14][CH:15]=[CH:16][C:8]=3[C:4]3[CH:5]=[CH:6][CH:7]=[C:2]([F:1])[CH:3]=3)[NH:12][C:11]2=[O:17])=[O:26])[CH2:21]1. Yields the product CN([C@@H]1CN(CC1)C(=O)C1=C(NC(=C1)C)C=C1C(NC2=CC=CC(=C12)C1=CC(=CC=C1)F)=O)C (3-[3-[(3S)-3-dimethylamino-pyrrolidine-1-carbonyl]-5-methyl-1H-pyrrol-2-ylmethylene]-4-(3-fluoro-phenyl)-1,3-dihydro-indol-2-one). Conditions: time 3 day. Reported procedure: To a solution of 4-(3-fluoro-phenyl)-1,3-dihydro-indol-2-one (56.8 mg, 0.25 mmol) and 3-[(3S)-3-dimethylamino-pyrrolidine-1-carbonyl]-5-methyl-1H-pyrrole-2-carbaldehyde (64.8 mg, 0.26 mmol) in ethanol (2 mL) was added piperidine (3 drops). The reaction mixture was stirred at room temperature for three days. A yellow solid product was precipitated out, filtered, washed by ethanol for three times, and dried under high vacuum to provide pure product 3-[3-[(3S)-3-dimethylamino-pyrrolidine-1-carbonyl... Isolated yield 53.1%. Starting materials: OCC1CCC2N(CCNC2)C1 ((7RS,9aSR)-7-hydroxymethyl-2,3,4,6,7,8,9,9a-octahydro-1H-pyrido[1,2-a]pyrazine), FC1=C(C#N)C=C(C=C1)F (2,5-difluorobenzonitrile), Cl (HCl). The solvent is CS(=O)C (DMSO). The product is OCC1CCC2N(CCN(C2)C2=C(C=C(C=C2)F)C#N)C1 ((7RS,9aSR)-7-hydroxymethyl-2-(2-cyano4-fluorophenyl)-2,3,4,6,7,8,9,9a-octahydro-1H-pyrido[1,2-a]pyrazine). Yield: 28.6%. As a reaction SMILES: [OH:1][CH2:2][CH:3]1[CH2:12][N:7]2[CH2:8][CH2:9][NH:10][CH2:11][CH:6]2[CH2:5][CH2:4]1.F[C:14]1[CH:21]=[CH:20][C:19]([F:22])=[CH:18][C:15]=1[C:16]#[N:17].Cl>CS(C)=O>[OH:1][CH2:2][CH:3]1[CH2:12][N:7]2[CH2:8][CH2:9][N:10]([C:14]3[CH:21]=[CH:20][C:19]([F:22])=[CH:18][C:15]=3[C:16]#[N:17])[CH2:11][CH:6]2[CH2:5][CH2:4]1. Procedure: A mixture of 1.05 g (6.17 mmol) of (7RS,9aSR)-7-hydroxymethyl-2,3,4,6,7,8,9,9a-octahydro-1H-pyrido[1,2-a]pyrazine (U.S. Pat. No. 5,326,874) and 1.29 g (9.25 mmol) of 2,5-difluorobenzonitrile in 20 mL of DMSO was heated at 100° C. for 16 h. The mixture was cooled to room temperature, acidified with 1M HCl, washed with ether (3×), made basic with conc. ammonium hydroxide, and extracted with ethyl acetate (3×). The combined organic layers were washed with water (3×), dried (magnesium sulfate), filt... The reactants are ClC=1C=C(C[Mg]Cl)C=CC1 (3-chlorobenzylmagnesium chloride), CON(C(=O)C1=CN(C2=NC=CC=C21)[Si](C(C)C)(C(C)C)C(C)C)C (N-methoxy-N-methyl-1-triisopropylsilanyl-1H-pyrrolo[2,3-b]pyridine-3-carboxamide). Product: ClC=1C=C(C=CC1)CC(=O)C1=CN(C2=NC=CC=C21)[Si](C(C)C)(C(C)C)C(C)C (2-(3-chlorophenyl)-1-(1-triisopropylsilanyl-1H-pyrrolo[2,3-b]pyridin-3-yl)ethanone). Yield: 94.0%. RXN SMILES: [Cl:1][C:2]1[CH:3]=[C:4]([CH:8]=[CH:9][CH:10]=1)[CH2:5][Mg]Cl.CON(C)[C:14]([C:16]1[C:24]2[C:19](=[N:20][CH:21]=[CH:22][CH:23]=2)[N:18]([Si:25]([CH:32]([CH3:34])[CH3:33])([CH:29]([CH3:31])[CH3:30])[CH:26]([CH3:28])[CH3:27])[CH:17]=1)=[O:15]>>[Cl:1][C:2]1[CH:3]=[C:4]([CH2:5][C:14]([C:16]2[C:24]3[C:19](=[N:20][CH:21]=[CH:22][CH:23]=3)[N:18]([Si:25]([CH:29]([CH3:31])[CH3:30])([CH:32]([CH3:34])[CH3:33])[CH:26]([CH3:27])[CH3:28])[CH:17]=2)=[O:15])[CH:8]=[CH:9][CH:10]=1. Procedure details: This compound was prepared by the reaction of 3-chlorobenzylmagnesium chloride (0.25 M solution in diethyl ether) with N-methoxy-N-methyl-1-triisopropylsilanyl-1H-pyrrolo[2,3-b]pyridine-3-carboxamide as described in General Method 1. The desired compound was obtained in 94% yield as a viscous clear oil. Reactants: C([O-])([O-])=O.[K+].[K+] (potassium carbonate), FC=1C=C(C=CC1OC)B(O)O ((3-fluoro-4-methoxyphenyl)boronic acid), FC=1C(=CC(N(C1)CC[C@](C(=O)NOC1OCCCC1)(S(=O)(=O)C)C)=O)I ((2R)-4-(5-fluoro-4-iodo-2-oxopyridin-1(2H)-yl)-2-methyl-2-(methylsulfonyl)-N-(tetrahydro-2H-pyran-2-yloxy)butanamide). Reagents/catalysts: [Pd] (Pd). Run in O1CCOCC1.O (1,4-dioxane water). Conditions: temperature 80 celsius, time 8 hour. Product: FC=1C(=CC(N(C1)CC[C@](C(=O)NOC1OCCCC1)(S(=O)(=O)C)C)=O)C1=CC(=C(C=C1)OC)F ((2R)-4-[5-Fluoro-4-(3-fluoro-4-methoxyphenyl)-2-oxopyridin-1(2H)-yl]-2-methyl-2-(methylsulfonyl)-N-(tetrahydro-2H-pyran-2-yloxy)butanamide), residue. The yield is 99.0%. RXN SMILES: C(=O)([O-])[O-].[K+].[K+].[F:7][C:8]1[CH:9]=[C:10](B(O)O)[CH:11]=[CH:12][C:13]=1[O:14][CH3:15].[F:19][C:20]1[C:21](I)=[CH:22][C:23](=[O:44])[N:24]([CH2:26][CH2:27][C@@:28]([CH3:43])([S:39]([CH3:42])(=[O:41])=[O:40])[C:29]([NH:31][O:32][CH:33]2[CH2:38][CH2:37][CH2:36][CH2:35][O:34]2)=[O:30])[CH:25]=1>O1CCOCC1.O.[Pd]>[F:19][C:20]1[C:21]([C:10]2[CH:11]=[CH:12][C:13]([O:14][CH3:15])=[C:8]([F:7])[CH:9]=2)=[CH:22][C:23](=[O:44])[N:24]([CH2:26][CH2:27][C@@:28]([CH3:43])([S:39]([CH3:42])(=[O:40])=[O:41])[C:29]([NH:31][O:32][CH:33]2[CH2:38][CH2:37][CH2:36][CH2:35][O:34]2)=[O:30])[CH:25]=1 |f:0.1.2,5.6|. Reported procedure: Pd Encat™ (580 mg, 0.17 mmol) was added to a mixture of potassium carbonate (723 mg, 5.2 mmol), (3-fluoro-4-methoxyphenyl)boronic acid (318 mg, 2.1 mmol), and (2R)-4-(5-fluoro-4-iodo-2-oxopyridin-1(2H)-yl)-2-methyl-2-(methylsulfonyl)-N-(tetrahydro-2H-pyran-2-yloxy)butanamide, T3, (900 mg, 1.7 mmol) in 1,4-dioxane:water (5:1, 24 mL). The reaction was heated to 80° C. and allowed to stir at this temperature overnight. The reaction was filtered through a pad of celite, which was washed with methano...